From a dataset of the Open Reaction Database (ORD), a public repository of structured organic reaction records. describe an organic reaction: reactants, conditions, products, and yield Reactants: ClCCl, CN1CCNCC1, S=C1Nc2ccccc2Cc2nccn21. The product is CN1CCN(C(=S)Nc2ccccc2Cc2ncc[nH]2)CC1. As a reaction SMILES: [CH2:23]([Cl:24])[Cl:25].[CH3:16][N:17]1[CH2:18][CH2:19][NH:20][CH2:21][CH2:22]1.[n:1]1[cH:2][cH:3][n:4]2[c:10]1[CH2:9][c:8]1[c:7]([cH:14][cH:13][cH:12][cH:11]1)[NH:6][C:5]2=[S:15]>>[n:1]1[cH:2][cH:3][nH:4][c:10]1[CH2:9][c:8]1[c:7]([NH:6][C:5](=[S:15])[N:20]2[CH2:19][CH2:18][N:17]([CH3:16])[CH2:22][CH2:21]2)[cH:14][cH:13][cH:12][cH:11]1. Reactants: CO, COC(=O)Cc1ccc(CC(NS(=O)(=O)c2ccc(Cl)cc2)c2cccnc2)cc1, Cl, [Na+], C1COCCO1, [OH-]. Yields the product O=C(O)Cc1ccc(CC(NS(=O)(=O)c2ccc(Cl)cc2)c2cccnc2)cc1. RXN SMILES: [CH3:40][OH:41].[Cl:1][c:2]1[cH:3][cH:4][c:5]([S:8](=[O:9])(=[O:10])[NH:11][CH:12]([CH2:13][c:14]2[cH:15][cH:16][c:17]([CH2:20][C:21](=[O:22])[O:23][CH3:24])[cH:18][cH:19]2)[c:25]2[cH:26][n:27][cH:28][cH:29][cH:30]2)[cH:6][cH:7]1.[ClH:33].[Na+:32].[O:34]1[CH2:35][CH2:36][O:37][CH2:38][CH2:39]1.[OH-:31]>>[Cl:1][c:2]1[cH:3][cH:4][c:5]([S:8](=[O:9])(=[O:10])[NH:11][CH:12]([CH2:13][c:14]2[cH:15][cH:16][c:17]([CH2:20][C:21](=[O:22])[OH:23])[cH:18][cH:19]2)[c:25]2[cH:26][n:27][cH:28][cH:29][cH:30]2)[cH:6][cH:7]1. The reactants are N1(CCOCC1)CCCC1=CC=C(C=C1)N1CCN(CC1)C(=O)OC(C)(C)C (tert-butyl 4-[4-(3-morpholin-4-ylpropyl)phenyl]piperazine-1-carboxylate), C(=O)(C(F)(F)F)O (TFA), O (water). The solvent is ClCCl (dichloromethane). Reaction conditions: time 2 hour. Product: FC(C(=O)O)(F)F.FC(C(=O)O)(F)F.FC(C(=O)O)(F)F.N1(CCNCC1)C1=CC=C(C=C1)CCCN1CCOCC1 (4-[3-(4-piperazin-1-ylphenyl)propyl]morpholine tris(trifluoroacetate)). RXN SMILES: [N:1]1([CH2:7][CH2:8][CH2:9][C:10]2[CH:15]=[CH:14][C:13]([N:16]3[CH2:21][CH2:20][N:19](C(OC(C)(C)C)=O)[CH2:18][CH2:17]3)=[CH:12][CH:11]=2)[CH2:6][CH2:5][O:4][CH2:3][CH2:2]1.[C:29]([OH:35])([C:31]([F:34])([F:33])[F:32])=[O:30].O>ClCCl>[F:32][C:31]([F:34])([F:33])[C:29]([OH:35])=[O:30].[F:32][C:31]([F:34])([F:33])[C:29]([OH:35])=[O:30].[F:32][C:31]([F:34])([F:33])[C:29]([OH:35])=[O:30].[N:16]1([C:13]2[CH:14]=[CH:15][C:10]([CH2:9][CH2:8][CH2:7][N:1]3[CH2:2][CH2:3][O:4][CH2:5][CH2:6]3)=[CH:11][CH:12]=2)[CH2:17][CH2:18][NH:19][CH2:20][CH2:21]1 |f:4.5.6.7|. Procedure details: A solution of Example 5B (671 mg, 1.725 mmol) in dichloromethane (2 mL) at room temperature was treated with TFA (1.8 mL) and water (0.2 mL) allowed to stand for 2 hours The solution was concentrated to provide the desired product. The reactants are CC#CCOc1ccc(S(=O)(=O)NC(CCSCCO)C(=O)O)cc1, CO. Yields the product CC#CCOc1ccc(S(=O)(=O)NC(CCSCCO)C(=O)OC)cc1. As a reaction SMILES: [CH2:1]([C:2]#[C:3][CH3:4])[O:5][c:6]1[cH:7][cH:8][c:9]([S:12](=[O:13])(=[O:14])[NH:15][CH:16]([C:17](=[O:18])[OH:19])[CH2:20][CH2:21][S:22][CH2:23][CH2:24][OH:25])[cH:10][cH:11]1.[CH3:26][OH:27]>>[CH2:1]([C:2]#[C:3][CH3:4])[O:5][c:6]1[cH:7][cH:8][c:9]([S:12](=[O:13])(=[O:14])[NH:15][CH:16]([C:17](=[O:18])[O:19][CH3:26])[CH2:20][CH2:21][S:22][CH2:23][CH2:24][OH:25])[cH:10][cH:11]1. Starting materials: [BH4-], CN(C)C(=O)c1cc2c(nc(C(F)(F)F)n2C)c(O)c1CCC(=O)c1ccccc1, CCO, [Cl-], [NH4+], [Na+], O. The product is CN(C)C(=O)c1cc2c(nc(C(F)(F)F)n2C)c(O)c1CCC(O)c1ccccc1. RXN SMILES: [BH4-:31].[CH3:1][N:2]([C:3](=[O:4])[c:5]1[cH:6][c:7]2[c:8]([n:9][c:10]([C:13]([F:14])([F:15])[F:16])[n:11]2[CH3:12])[c:17]([OH:29])[c:18]1[CH2:19][CH2:20][C:21]([c:22]1[cH:23][cH:24][cH:25][cH:26][cH:27]1)=[O:28])[CH3:30].[CH3:36][CH2:37][OH:38].[Cl-:33].[NH4+:34].[Na+:32].[OH2:35]>>[CH3:1][N:2]([C:3](=[O:4])[c:5]1[cH:6][c:7]2[c:8]([n:9][c:10]([C:13]([F:14])([F:15])[F:16])[n:11]2[CH3:12])[c:17]([OH:29])[c:18]1[CH2:19][CH2:20][CH:21]([c:22]1[cH:23][cH:24][cH:25][cH:26][cH:27]1)[OH:28])[CH3:30].